Dataset: the Open Reaction Database (ORD), a public repository of structured organic reaction records. Task: describe an organic reaction: reactants, conditions, products, and yield Reactants: C(C)(=O)OCC (ethyl acetate), C(C)(C)(C)OC(=O)NC1=NC(=NS1)/C(/C(=O)N[C@H]1[C@@H]2N(C(=C(CS2)CCl)C(=O)OC(C2=CC=CC=C2)C2=CC=CC=C2)C1=O)=N/OC(C)(C)C(=O)OC(C)(C)C (benzhydryl 7β-[(Z)-2-(5-tert-butoxycarbonylamino-1,2,4-thiadiazol-3-yl)-2-(1-tert-butoxycarbonyl-1-methylethoxyimino)acetamido]-3-chloromethyl-3-cephem-4-carboxylate), [I-].[Na+] (sodium iodide), C(C)(C)(C)OC(=O)NCCCC=1C=NN(C1NC(=O)OC(C)(C)C)CCOC(C1=CC=CC=C1)(C1=CC=CC=C1)C1=CC=CC=C1 (4-(3-tert-butoxycarbonylaminopropyl)-1-(2-triphenylmethyloxyethyl)-5-tert-butoxycarbonylaminopyrazole). Run in O (water), CN(C=O)C (N,N-dimethylformamide). Conditions: time 24 hour. Yields the product NC1=NC(=NS1)/C(/C(=O)N[C@H]1[C@@H]2N(C(=C(CS2)C[N+]=2N(C(=C(C2)CCCN)N)CCO)C(=O)[O-])C1=O)=N/OC(C)(C)C(=O)O (7β-[(Z)-2-(5-amino-1,2,4-thiadiazol-3-yl)-2-(1-carboxy-1-methylethoxyimino)acetamido]-3-[3-amino-4-(3-aminopropyl)-2-(2-hydroxyethyl)-1-pyrazolio]methyl-3-cephem-4-carboxylate). Yield: 7.7%. RXN SMILES: C(OC([NH:8][C:9]1[S:13][N:12]=[C:11](/[C:14](=[N:45]/[O:46][C:47]([C:50]([O:52]C(C)(C)C)=[O:51])([CH3:49])[CH3:48])/[C:15]([NH:17][C@@H:18]2[C:43](=[O:44])[N:20]3[C:21]([C:27]([O:29]C(C4C=CC=CC=4)C4C=CC=CC=4)=[O:28])=[C:22]([CH2:25]Cl)[CH2:23][S:24][C@H:19]23)=[O:16])[N:10]=1)=O)(C)(C)C.[I-].[Na+].C(OC([NH:66][CH2:67][CH2:68][CH2:69][C:70]1[CH:71]=[N:72][N:73]([CH2:83][CH2:84][O:85]C(C2C=CC=CC=2)(C2C=CC=CC=2)C2C=CC=CC=2)[C:74]=1[NH:75]C(OC(C)(C)C)=O)=O)(C)(C)C.C(OCC)(=O)C>CN(C)C=O.O>[NH2:8][C:9]1[S:13][N:12]=[C:11](/[C:14](=[N:45]/[O:46][C:47]([C:50]([OH:52])=[O:51])([CH3:48])[CH3:49])/[C:15]([NH:17][C@@H:18]2[C:43](=[O:44])[N:20]3[C:21]([C:27]([O-:29])=[O:28])=[C:22]([CH2:25][N+:72]4[N:73]([CH2:83][CH2:84][OH:85])[C:74]([NH2:75])=[C:70]([CH2:69][CH2:68][CH2:67][NH2:66])[CH:71]=4)[CH2:23][S:24][C@H:19]23)=[O:16])[N:10]=1 |f:1.2|. Procedure details: To a suspension of a mixture benzhydryl 7β-[(Z)-2-(5-tert-butoxycarbonylamino-1,2,4-thiadiazol-3-yl)-2-(1-tert-butoxycarbonyl-1-methylethoxyimino)acetamido]-3-chloromethyl-3-cephem-4-carboxylate (1 g) and sodium iodide (182 mg) in N,N-dimethylformamide (2 ml) was added 4-(3-tert-butoxycarbonylaminopropyl)-1-(2-triphenylmethyloxyethyl)-5-tert-butoxycarbonylaminopyrazole (1.52 g), and the mixture was stirred at room temperature for 24 hours. The reaction mixture was added to a mixture of ethyl ace... The reactants are O=C([O-])[O-], CNC(=O)c1cn(C)c2cc(O)ccc12, COC1CCN(C(=O)c2cc3nccc(Cl)c3s2)C1, [Cs+], [Cs+]. Product: CNC(=O)c1cn(C)c2cc(Oc3ccnc4cc(C(=O)N5CCC(OC)C5)sc34)ccc12. As a reaction SMILES: [C:35](=[O:36])([O-:37])[O-:38].[CH3:20][NH:21][C:22](=[O:23])[c:24]1[cH:25][n:26]([CH3:34])[c:27]2[cH:28][c:29]([OH:33])[cH:30][cH:31][c:32]12.[Cl:1][c:2]1[c:3]2[c:4]([n:5][cH:6][cH:7]1)[cH:8][c:9]([C:11](=[O:12])[N:13]1[CH2:14][CH:15]([O:18][CH3:19])[CH2:16][CH2:17]1)[s:10]2.[Cs+:39].[Cs+:40]>>[c:2]1([O:33][c:29]2[cH:28][c:27]3[n:26]([CH3:34])[cH:25][c:24]([C:22]([NH:21][CH3:20])=[O:23])[c:32]3[cH:31][cH:30]2)[c:3]2[c:4]([n:5][cH:6][cH:7]1)[cH:8][c:9]([C:11](=[O:12])[N:13]1[CH2:14][CH:15]([O:18][CH3:19])[CH2:16][CH2:17]1)[s:10]2.